The task is: describe an organic reaction: reactants, conditions, products, and yield. This data is from the Open Reaction Database (ORD), a public repository of structured organic reaction records. The reactants are CCn1ncc2c(-c3ccc(Cl)s3)c(CO)c(C(C)C)nc21, ClC(Cl)(Cl)Cl. Yields the product CCn1ncc2c(-c3ccc(Cl)s3)c(C=O)c(C(C)C)nc21. As a reaction SMILES: [Cl:1][c:2]1[cH:3][cH:4][c:5](-[c:7]2[c:8]3[c:9]([n:10][c:11]([CH:15]([CH3:16])[CH3:17])[c:12]2[CH2:13][OH:14])[n:18]([CH2:21][CH3:22])[n:19][cH:20]3)[s:6]1.[Cl:23][C:24]([Cl:25])([Cl:26])[Cl:27]>>[Cl:1][c:2]1[cH:3][cH:4][c:5](-[c:7]2[c:8]3[c:9]([n:10][c:11]([CH:15]([CH3:16])[CH3:17])[c:12]2[CH:13]=[O:14])[n:18]([CH2:21][CH3:22])[n:19][cH:20]3)[s:6]1. The reactants are NC=1SC=CC1C(=O)OC (Methyl 2-amino-thiophene-3-carboxylate), [OH-].[K+] (potassium hydroxide), ClC(=O)OC(Cl)(Cl)Cl (trichloromethyl chloroformate). The solvent is O (water). Run at temperature 90 celsius, time 30 minute. Yields the product N1C(OC(C2=C1SC=C2)=O)=O (1H-thieno[2,3-d][1,3]oxazine-2,4-dione). The yield is 87.6%. RXN SMILES: [NH2:1][C:2]1[S:3][CH:4]=[CH:5][C:6]=1[C:7]([O:9][CH3:10])=[O:8].[OH-].[K+].ClC(OC(Cl)(Cl)Cl)=[O:15]>O>[NH:1]1[C:2]2[S:3][CH:4]=[CH:5][C:6]=2[C:7](=[O:8])[O:9][C:10]1=[O:15] |f:1.2|. Reported procedure: Methyl 2-amino-thiophene-3-carboxylate (5 g, 31.72 mmol) was added to a solution of potassium hydroxide (3.55 g, 63.45 mmol) in 10 mL water. The solution was heated at 90° C. until to get a clear solution. The solution was then cooled to 0° C. and trichloromethyl chloroformate (5.74 mL, 47.57 mmol) was added slowly. The solution was allowed to come to room temperature and further stirred for 30 min. The precipitated solid was collected by vacuum filtration to yield 4.7 g (88%) of 1H-thieno[2,3-d... Reactants: CC(=O)O, CCOC(C)=O, O=[N+]([O-])c1ccc(Cl)c2nonc12, [Fe], O. Product: Nc1ccc(Cl)c2nonc12. RXN SMILES: [C:14]([OH:15])(=[O:16])[CH3:17].[CH3:18][CH2:19][O:20][C:21]([CH3:22])=[O:23].[Cl:1][c:2]1[cH:3][cH:4][c:5]([N+:11]([O-:12])=[O:13])[c:6]2[c:7]1[n:8][o:9][n:10]2.[Fe:25].[OH2:24]>>[Cl:1][c:2]1[cH:3][cH:4][c:5]([NH2:11])[c:6]2[c:7]1[n:8][o:9][n:10]2. The reactants are N([C@@H](CC(C)C)C(=O)N[C@@H](C(C)C)C(=O)N[C@@H]([C@@H](C)CC)C(=O)N[C@@H](CC1=CNC=N1)C(=O)N[C@@H](CCCCNC(=O)OC(C)(C)C)C(=O)OC)C(=O)OCC1=CC=CC=C1 (Z-Leu-Val-Ile-His-Lys(BOC)-OMe), N([C@@H](CC(C)C)C(=O)N[C@@H](C(C)C)C(=O)O)C(=O)OCC1=CC=CC=C1 (Z-Leu-Val-OH), N[C@@H]([C@@H](C)CC)C(=O)N[C@@H](CC1=CNC=N1)C(=O)N[C@@H](CCCCNC(=O)OC(C)(C)C)C(=O)OC (H-Ile-His-Lys(BOC)-OMe), C=1C=CC2=C(C1)N=NN2O (HOBt), C1CCC(CC1)N=C=NC2CCCCC2 (DCCI). Run in CN(C)C=O (DMF). Conditions: time 24 hour. Yields the product N([C@@H](CC1=CC=CC=C1)C(=O)N[C@@H](CC1=CNC=N1)C(=O)N[C@@H](CC(C)C)C(=O)N[C@@H](C(C)C)C(=O)N[C@@H]([C@@H](C)CC)C(=O)N[C@@H](CC1=CNC=N1)C(=O)N[C@@H](CCCCNC(=O)OC(C)(C)C)C(=O)OC)C(=O)OCC1=CC=CC=C1 (Z-Phe-His-Leu-Val-Ile-His-Lys(BOC)-OMe). Reaction SMILES: [NH:1](C(OCC1C=CC=CC=1)=O)[C@H:2]([C:7]([NH:9][C@H:10]([C:14](N[C@H](C(N[C@H](C(N[C@H](C(OC)=O)CCCCNC(OC(C)(C)C)=O)=O)CC1N=CNC=1)=O)[C@H](CC)C)=[O:15])[CH:11]([CH3:13])[CH3:12])=[O:8])[CH2:3][CH:4]([CH3:6])[CH3:5].[NH:62]([C:78]([O:80][CH2:81][C:82]1[CH:87]=[CH:86][CH:85]=[CH:84][CH:83]=1)=[O:79])[C@H:63]([C:68]([NH:70][C@H:71]([C:75]([OH:77])=O)[CH:72]([CH3:74])C)=[O:69])[CH2:64][CH:65]([CH3:67])[CH3:66].[NH2:88][C@H:89]([C:94]([NH:96][C@H:97]([C:104]([NH:106][C@H:107]([C:120]([O:122][CH3:123])=[O:121])[CH2:108][CH2:109][CH2:110][CH2:111][NH:112][C:113]([O:115][C:116]([CH3:119])([CH3:118])[CH3:117])=[O:114])=[O:105])[CH2:98][C:99]1[N:103]=[CH:102][NH:101][CH:100]=1)=[O:95])[C@H:90]([CH2:92][CH3:93])[CH3:91].C1C=[CH:126][C:127]2N(O)N=N[C:128]=2C=1.C1CC[CH:137]([N:140]=[C:141]=[N:142]C2CCCCC2)CC1>CN(C=O)C>[NH:62]([C:78]([O:80][CH2:81][C:82]1[CH:83]=[CH:84][CH:85]=[CH:86][CH:87]=1)=[O:79])[C@H:63]([C:68]([NH:70][C@H:71]([C:75]([NH:1][C@H:2]([C:7]([NH:9][C@H:10]([C:14]([NH:88][C@H:89]([C:94]([NH:96][C@H:97]([C:104]([NH:106][C@H:107]([C:120]([O:122][CH3:123])=[O:121])[CH2:108][CH2:109][CH2:110][CH2:111][NH:112][C:113]([O:115][C:116]([CH3:117])([CH3:118])[CH3:119])=[O:114])=[O:105])[CH2:98][C:99]1[N:103]=[CH:102][NH:101][CH:100]=1)=[O:95])[C@H:90]([CH2:92][CH3:93])[CH3:91])=[O:15])[CH:11]([CH3:13])[CH3:12])=[O:8])[CH2:3][CH:4]([CH3:6])[CH3:5])=[O:77])[CH2:72][C:74]1[N:142]=[CH:141][NH:140][CH:137]=1)=[O:69])[CH2:64][C:65]1[CH:66]=[CH:126][CH:127]=[CH:128][CH:67]=1. Reported procedure: Z-Leu-Val-Ile-His-Lys(BOC)-OMe: 300 mg of Z-Leu-Val-OH, 454 mg of H-Ile-His-Lys(BOC)-OMe (manufactured as discribed in European Patent Applicaiton No. 111 266) and 136 mg of HOBt are dissolved in 5 ml of DMF, cooled to 0° and 198 mg of DCCI are added. After stirring briefly, the whole is left to stand overnight at 0° and for a further 24 hours at room temperature and then the DCH which has crystallised out is filtered off. The filtrate is concentrated in a high vacuum at 40° and the oily residue... The reactants are BrC1=CC=C(O1)C=O (5-bromofuran-2-carbaldehyde), FC(C=1C=C(C=C(C1)C(F)(F)F)B(O)O)(F)F ([3,5-bis(trifluoromethyl)phenyl]boronic acid), C([O-])([O-])=O.[Na+].[Na+] (sodium carbonate). Reagents/catalysts: C=1C=CC(=CC1)[P](C=2C=CC=CC2)(C=3C=CC=CC3)[Pd]([P](C=4C=CC=CC4)(C=5C=CC=CC5)C=6C=CC=CC6)([P](C=7C=CC=CC7)(C=8C=CC=CC8)C=9C=CC=CC9)[P](C=1C=CC=CC1)(C=1C=CC=CC1)C=1C=CC=CC1 (tetrakis(triphenylphosphine)palladium). Solvent: C1CCOC1 (THF). Yields the product FC(C=1C=C(C=C(C1)C(F)(F)F)C1=CC=C(O1)C=O)(F)F (5-[3,5-bis(trifluoromethyl)phenyl]furan-2-carbaldehyde). Isolated yield 99.8%. Reaction SMILES: Br[C:2]1[O:6][C:5]([CH:7]=[O:8])=[CH:4][CH:3]=1.[F:9][C:10]([F:25])([F:24])[C:11]1[CH:12]=[C:13](B(O)O)[CH:14]=[C:15]([C:17]([F:20])([F:19])[F:18])[CH:16]=1.C(=O)([O-])[O-].[Na+].[Na+]>C1COCC1.C1C=CC([P]([Pd]([P](C2C=CC=CC=2)(C2C=CC=CC=2)C2C=CC=CC=2)([P](C2C=CC=CC=2)(C2C=CC=CC=2)C2C=CC=CC=2)[P](C2C=CC=CC=2)(C2C=CC=CC=2)C2C=CC=CC=2)(C2C=CC=CC=2)C2C=CC=CC=2)=CC=1>[F:9][C:10]([F:24])([F:25])[C:11]1[CH:12]=[C:13]([C:2]2[O:6][C:5]([CH:7]=[O:8])=[CH:4][CH:3]=2)[CH:14]=[C:15]([C:17]([F:18])([F:19])[F:20])[CH:16]=1 |f:2.3.4,^1:40,42,61,80|. Reported procedure: A solution of 5-bromofuran-2-carbaldehyde (2.54 g, 14.5 mmol), [3,5-bis(trifluoromethyl)phenyl]boronic acid (3.93 g, 15.2 mmol), tetrakis(triphenylphosphine)palladium (0.59 g, 0.51 mmol) and 2M sodium carbonate solution (36 mL, 72 mmol) in THF (150 ml) was stirred under an argon atmosphere for 16 hr. The reaction solution was allowed to cool to room temperature and concentrated under reduced pressure, and the residue was partitioned between ethyl acetate and water. The organic layer was washed w... The reactants are COc1nc(CO)c(Cl)nc1NS(=O)(=O)c1cccc(Cl)c1Cl, C1CCOC1. The product is COCc1nc(OC)c(NS(=O)(=O)c2cccc(Cl)c2Cl)nc1Cl. Reaction SMILES: [Cl:1][c:2]1[c:3]([S:9](=[O:10])(=[O:11])[NH:12][c:13]2[n:14][c:15]([Cl:23])[c:16]([CH2:21][OH:22])[n:17][c:18]2[O:19][CH3:20])[cH:4][cH:5][cH:6][c:7]1[Cl:8].[O:24]1[CH2:25][CH2:28][CH2:27][CH2:26]1>>[Cl:1][c:2]1[c:3]([S:9](=[O:10])(=[O:11])[NH:12][c:13]2[n:14][c:15]([Cl:23])[c:16]([CH2:21][O:22][CH3:25])[n:17][c:18]2[O:19][CH3:20])[cH:4][cH:5][cH:6][c:7]1[Cl:8].